From a dataset of the Open Reaction Database (ORD), a public repository of structured organic reaction records. describe an organic reaction: reactants, conditions, products, and yield The product is CC(C)(C)OC(=O)NC1CCC(Nc2cccc3cnccc23)CC1. The reactants are Brc1cccc2cnccc12, CC(C)(C)P(c1ccccc1-c1ccccc1)C(C)(C)C, CC(C)(C)OC(=O)NC1CCC(N)CC1, CC(C)(C)[O-], Cc1ccccc1, [Na+]. As a reaction SMILES: [Br:1][c:2]1[c:3]2[cH:4][cH:5][n:6][cH:7][c:8]2[cH:9][cH:10][cH:11]1.[C:12]([P:13]([C:14]([CH3:15])([CH3:16])[CH3:17])[c:18]1[cH:19][cH:20][cH:21][cH:22][c:23]1-[c:24]1[cH:25][cH:26][cH:27][cH:28][cH:29]1)([CH3:30])([CH3:31])[CH3:32].[C:33]([CH3:34])([CH3:35])([CH3:36])[O:37][C:38](=[O:39])[NH:40][CH:41]1[CH2:42][CH2:43][CH:44]([NH2:47])[CH2:45][CH2:46]1.[CH3:48][C:49]([CH3:50])([O-:51])[CH3:52].[CH3:54][c:55]1[cH:56][cH:57][cH:58][cH:59][cH:60]1.[Na+:53]>>[c:2]1([NH:47][CH:44]2[CH2:43][CH2:42][CH:41]([NH:40][C:38]([O:37][C:33]([CH3:34])([CH3:35])[CH3:36])=[O:39])[CH2:46][CH2:45]2)[c:3]2[cH:4][cH:5][n:6][cH:7][c:8]2[cH:9][cH:10][cH:11]1. Starting materials: CCO, CNC(=O)NC1CCC(=O)c2ccccc21. The product is CNC(=O)NC1CCC(O)c2ccccc21. As a reaction SMILES: [CH3:17][CH2:18][OH:19].[CH3:1][NH:2][C:3](=[O:4])[NH:5][CH:6]1[CH2:7][CH2:8][C:9](=[O:16])[c:10]2[cH:11][cH:12][cH:13][cH:14][c:15]21>>[CH3:1][NH:2][C:3](=[O:4])[NH:5][CH:6]1[CH2:7][CH2:8][CH:9]([OH:16])[c:10]2[cH:11][cH:12][cH:13][cH:14][c:15]21. Starting materials: Cc1ccccc1, CC(=O)O, Cl, [Cu+2], N#C[Cu], O=N[O-], NC(N)=O, Nc1ccc(Br)c2ncccc12, N, [Na+], N#C[Na], O=S(=O)([O-])[O-], O, Cc1ccccc1. The product is N#Cc1ccc(Br)c2ncccc12. As a reaction SMILES: [CH3:43][c:44]1[cH:45][cH:46][cH:47][cH:48][cH:49]1.[CH3:50][C:51](=[O:52])[OH:53].[ClH:1].[Cu+2:37].[Cu:22][C:23]#[N:24].[N:14]([O-:15])=[O:16].[NH2:18][C:19](=[O:20])[NH2:21].[NH2:2][c:3]1[c:4]2[cH:5][cH:6][cH:7][n:8][c:9]2[c:10]([Br:13])[cH:11][cH:12]1.[NH3:32].[Na+:17].[Na:33][C:34]#[N:35].[O-:38][S:39](=[O:40])(=[O:41])[O-:42].[OH2:36].[c:25]1([CH3:26])[cH:27][cH:28][cH:29][cH:30][cH:31]1>>[c:3]1([C:19]#[N:18])[c:4]2[cH:5][cH:6][cH:7][n:8][c:9]2[c:10]([Br:13])[cH:11][cH:12]1.